Dataset: the Open Reaction Database (ORD), a public repository of structured organic reaction records. Task: describe an organic reaction: reactants, conditions, products, and yield Starting materials: N(=[N+]=[N-])C1CCC=2N(C3=CC=CC=C3C2CC(=O)OCCC)C1 (propyl (7-azido-6,7,8,9-tetrahydropyrido[1,2-α]indol-10-yl)acetate), C(C#C)OC1=C(C=CC=C1Cl)Cl (2,6-dichlorophenyl prop-2-yn-1-yl ether). Product: ClC1=C(OCC2=CN=NN2C2CCC=3N(C4=CC=CC=C4C3CC(=O)O)C2)C(=CC=C1)Cl ((7-{5-[(2,6-dichlorophenoxy)methyl]-1H-1,2,3-triazol-1-yl}-6,7,8,9-tetrahydropyrido[1,2-α]indol-10-yl)acetic acid). As a reaction SMILES: [N:1]([CH:4]1[CH2:23][N:8]2[C:9]3[C:14]([C:15]([CH2:16][C:17]([O:19]CCC)=[O:18])=[C:7]2[CH2:6][CH2:5]1)=[CH:13][CH:12]=[CH:11][CH:10]=3)=[N+:2]=[N-:3].[CH2:24]([O:27][C:28]1[C:33]([Cl:34])=[CH:32][CH:31]=[CH:30][C:29]=1[Cl:35])[C:25]#[CH:26]>>[Cl:34][C:33]1[CH:32]=[CH:31][CH:30]=[C:29]([Cl:35])[C:28]=1[O:27][CH2:24][C:25]1[N:1]([CH:4]2[CH2:23][N:8]3[C:9]4[C:14]([C:15]([CH2:16][C:17]([OH:19])=[O:18])=[C:7]3[CH2:6][CH2:5]2)=[CH:13][CH:12]=[CH:11][CH:10]=4)[N:2]=[N:3][CH:26]=1. Reported procedure: The title compound was prepared using analogous procedures described in EXAMPLE 3 from propyl (7-azido-6,7,8,9-tetrahydropyrido[1,2-α]indol-10-yl)acetate and 2,6-dichlorophenyl prop-2-yn-1-yl ether. 1H NMR (400 MHz, DMSO-d6): δ 12.14 (s, 1 H), 7.91 (s, 1 H), 7.54 (d, 2 H), 7.49 (d, 1 H), 7.35 (d, 1 H), 7.25 (t, 1 H), 7.11-7.00 (m, 2 H), 5.48-5.32 (m, 3 H), 4.78 (dd, 1 H), 4.37 (t, 1 H), 3.62 (d, 2 H), 3.43-3.34 (m, 1 H), 3.24-3.09 (m, 1 H), 3.09-2.97 (m, 1 H). MS (+ESI) m/z: 471.1. The reactants are O=C([O-])O, CC#N, CC(C)[Si](OC(=CCl)c1ncccn1)(C(C)C)C(C)C, F, [Na+]. Product: O=C(CCl)c1ncccn1. RXN SMILES: [C:22](=[O:23])([OH:24])[O-:25].[CH3:27][C:28]#[N:29].[Cl:1][CH:2]=[C:3]([O:4][Si:5]([CH:6]([CH3:7])[CH3:8])([CH:9]([CH3:10])[CH3:11])[CH:12]([CH3:13])[CH3:14])[c:15]1[n:16][cH:17][cH:18][cH:19][n:20]1.[FH:21].[Na+:26]>>[Cl:1][CH2:2][C:3](=[O:4])[c:15]1[n:16][cH:17][cH:18][cH:19][n:20]1. Starting materials: N(=[N+]=[N-])C(CN1C2=C(C=C1)CC1=CC=C(C=C12)C(=O)OS(=O)(=O)C)C ((RS)-1-(2-azido-propyl)-7-mesyloxycarbonyl-1,4-dihydro-indeno[1,2-b]pyrrole), C(C)OCC (diethyl ether), C1(=CC=CC=C1)[Li] (phenyllithium), C1(=CC=CC=C1)[Li] (phenyllithium), [Cl-].[NH4+] (ammonium chloride). Solvent: O1CCCC1 (tetrahydrofuran), O (water). Run at time 15 minute. Product: N(=[N+]=[N-])C(CN1C2=C(C=C1)CC1=CC=C(C=C12)O)C ((RS)-1-(2-azido-propyl)-7-hydroxy-1,4-dihydro-indeno[1,2-b]pyrrole). Isolated yield 99.0%. As a reaction SMILES: C1([Li])C=CC=CC=1.[N:8]([CH:11]([CH3:32])[CH2:12][N:13]1[CH:17]=[CH:16][C:15]2[CH2:18][C:19]3[C:24]([C:14]1=2)=[CH:23][C:22](C(OS(C)(=O)=O)=O)=[CH:21][CH:20]=3)=[N+:9]=[N-:10].C([O:35]CC)C.[Cl-].[NH4+]>O.O1CCCC1>[N:8]([CH:11]([CH3:32])[CH2:12][N:13]1[CH:17]=[CH:16][C:15]2[CH2:18][C:19]3[C:24]([C:14]1=2)=[CH:23][C:22]([OH:35])=[CH:21][CH:20]=3)=[N+:9]=[N-:10] |f:3.4|. Procedure: A 2M phenyllithium solution was added dropwise over 5 minutes to a solution, cooled to 0°, of 3.55 g of (RS)-1-(2-azido-propyl)-7-mesyloxycarbonyl-1,4-dihydro-indeno[1,2-b]pyrrole, 90 ml of anhydrous diethyl ether and 90 ml of anhydrous tetrahydrofuran. After 15 minutes at this temperature, an additional 5.87 ml of the phenyllithium solution were added dropwise and the mixture was stirred for an additional 5 minutes. Subsequently, the reaction mixture was treated with 50 ml of a saturated ammoni... Reactants: CC1(C)C(C(=O)c2cn(CC3CCOCC3)c3ccc(OCCCCBr)cc23)C1(C)C, [N-]=[N+]=[N-], [Na+], CN(C)C=O. Yields the product CC1(C)C(C(=O)c2cn(CC3CCOCC3)c3ccc(OCCCCN=[N+]=[N-])cc23)C1(C)C. As a reaction SMILES: [Br:1][CH2:2][CH2:3][CH2:4][CH2:5][O:6][c:7]1[cH:8][c:9]2[c:10]([C:23](=[O:24])[CH:25]3[C:26]([CH3:30])([CH3:31])[C:27]3([CH3:28])[CH3:29])[cH:11][n:12]([CH2:16][CH:17]3[CH2:18][CH2:19][O:20][CH2:21][CH2:22]3)[c:13]2[cH:14][cH:15]1.[N-:33]=[N+:34]=[N-:35].[Na+:32].[O:36]=[CH:37][N:38]([CH3:39])[CH3:40]>>[CH2:2]([CH2:3][CH2:4][CH2:5][O:6][c:7]1[cH:8][c:9]2[c:10]([C:23](=[O:24])[CH:25]3[C:26]([CH3:30])([CH3:31])[C:27]3([CH3:28])[CH3:29])[cH:11][n:12]([CH2:16][CH:17]3[CH2:18][CH2:19][O:20][CH2:21][CH2:22]3)[c:13]2[cH:14][cH:15]1)[N:33]=[N+:34]=[N-:35]. Starting materials: COC1=NC=CC=C1OC (2,3-dimethoxypyridine), C(Cl)Cl (CH2Cl2), BrBr (bromine). Solvent: C(=O)(O)[O-].[Na+] (NaHCO3). Run at time 16 hour. The product is BrC=1C=C(C(=NC1)OC)OC (5-bromo-2,3-dimethoxypyridine). Isolated yield 64.9%. As a reaction SMILES: [CH3:1][O:2][C:3]1[C:8]([O:9][CH3:10])=[CH:7][CH:6]=[CH:5][N:4]=1.C(Cl)Cl.[Br:14]Br>C([O-])(O)=O.[Na+]>[Br:14][C:6]1[CH:7]=[C:8]([O:9][CH3:10])[C:3]([O:2][CH3:1])=[N:4][CH:5]=1 |f:3.4|. Reported procedure: To a 100 mL round-bottomed flask was added 2,3-dimethoxypyridine (2 mL, 15 mmol, Alfa Aesar, Ward Hill, Mass.), CH2Cl2 (30 mL), and bromine (0.7 mL, 14 mmol). The reaction mixture was stirred at rt for 16 h. The reaction mixture was then diluted with sat. NaHCO3 (30 mL) and extracted with EtOAc (2×50 mL). The combined organic extracts were washed with sat. NaCl (20 mL), dried over Na2SO4, filtered and concentrated. Purification by silica gel chromatography (50% CH2Cl2/hexanes) afforded the title...